Dataset: the Open Reaction Database (ORD), a public repository of structured organic reaction records. Task: describe an organic reaction: reactants, conditions, products, and yield Procedure details: 13.0 g of 2-hydroxy-3,3-dimethyl-γ-butyrolactone and 24.0 g of 4,6-dimethoxy-2-methylsulfonylpyrimidine were mixed in 80 ml of N,N-dimethylformamide in the presence of 27.6 g of potassium carbonate at a temperature of from 90° to 100° C. for 3 hours. The reaction solution was cooled to room temperature, then, poured into ice water and extracted with ethyl ether. The extract was washed twice with water and dried over anhydrous magnesium sulfate. The desiccating agent was removed by filtration and... Reaction SMILES: [OH:1][CH:2]1[C:7]([CH3:9])([CH3:8])[CH2:6][O:5][C:3]1=[O:4].[CH3:10][O:11][C:12]1[CH:17]=[C:16]([O:18][CH3:19])[N:15]=[C:14](S(C)(=O)=O)[N:13]=1.C(=O)([O-])[O-].[K+].[K+]>CN(C)C=O>[CH3:10][O:11][C:12]1[CH:17]=[C:16]([O:18][CH3:19])[N:15]=[C:14]([O:1][CH:2]2[C:7]([CH3:9])([CH3:8])[CH2:6][O:5][C:3]2=[O:4])[N:13]=1 |f:2.3.4|. The reactants are ice water, OC1C(=O)OCC1(C)C (2-hydroxy-3,3-dimethyl-γ-butyrolactone), COC1=NC(=NC(=C1)OC)S(=O)(=O)C (4,6-dimethoxy-2-methylsulfonylpyrimidine), C([O-])([O-])=O.[K+].[K+] (potassium carbonate). Solvent: CN(C=O)C (N,N-dimethylformamide). Isolated yield 97.0%. The product is COC1=NC(=NC(=C1)OC)OC1C(=O)OCC1(C)C (2-(4,6-dimethoxypyrimidin-2-yl)oxy-3,3-dimethyl-γ-butyrolactone). Starting materials: [BH4-], CC(=O)[O-], CC(=O)[O-], CCOC(C)=O, CO, [Cu+2], COC(OC)C1(C)Oc2ccc([N+](=O)[O-])cc2C(N(Cc2nnn(C)n2)c2ccc(Cl)cc2)C1O, [Na+]. The product is COC(OC)C1(C)Oc2ccc(N)cc2C(N(Cc2nnn(C)n2)c2ccc(Cl)cc2)C1O. Reaction SMILES: [BH4-:36].[C:46]([O-:47])(=[O:48])[CH3:49].[C:51]([O-:52])(=[O:53])[CH3:54].[CH3:38][CH2:39][O:40][C:41](=[O:42])[CH3:43].[CH3:44][OH:45].[Cu+2:50].[N+:1]([O-:2])(=[O:3])[c:4]1[cH:5][cH:6][c:7]2[c:8]([cH:35]1)[CH:9]([N:20]([CH2:21][c:22]1[n:23][n:24][n:25]([CH3:27])[n:26]1)[c:28]1[cH:29][cH:30][c:31]([Cl:34])[cH:32][cH:33]1)[CH:10]([OH:19])[C:11]([CH:13]([O:14][CH3:15])[O:16][CH3:17])([CH3:18])[O:12]2.[Na+:37]>>[NH2:1][c:4]1[cH:5][cH:6][c:7]2[c:8]([cH:35]1)[CH:9]([N:20]([CH2:21][c:22]1[n:23][n:24][n:25]([CH3:27])[n:26]1)[c:28]1[cH:29][cH:30][c:31]([Cl:34])[cH:32][cH:33]1)[CH:10]([OH:19])[C:11]([CH:13]([O:14][CH3:15])[O:16][CH3:17])([CH3:18])[O:12]2. Reactants: CCOC(=O)C(C)(C)CCBr, Brc1cccc2[nH]ncc12, O=C([O-])[O-], CCOC(C)=O, [Cs+], [Cs+], CN(C)C=O. Product: CCOC(=O)C(C)(C)CCn1ncc2c(Br)cccc21. Reaction SMILES: [Br:17][CH2:18][CH2:19][C:20]([C:21](=[O:22])[O:23][CH2:24][CH3:25])([CH3:26])[CH3:27].[Br:1][c:2]1[c:3]2[cH:4][n:5][nH:6][c:7]2[cH:8][cH:9][cH:10]1.[C:11](=[O:12])([O-:13])[O-:14].[CH3:33][CH2:34][O:35][C:36]([CH3:37])=[O:38].[Cs+:15].[Cs+:16].[O:28]=[CH:29][N:30]([CH3:31])[CH3:32]>>[Br:1][c:2]1[c:3]2[cH:4][n:5][n:6]([CH2:18][CH2:19][C:20]([C:21](=[O:22])[O:23][CH2:24][CH3:25])([CH3:26])[CH3:27])[c:7]2[cH:8][cH:9][cH:10]1.